This data is from the Open Reaction Database (ORD), a public repository of structured organic reaction records. The task is: describe an organic reaction: reactants, conditions, products, and yield Reactants: CC(=O)OCC(=O)N(CC(=O)OC(C)(C)C)C1c2ccccc2CC1NC(=O)c1cc2sc(Cl)c(Cl)c2[nH]1, ClCCl, O=C(O)C(F)(F)F. The product is CC(=O)OCC(=O)N(CC(=O)O)C1c2ccccc2CC1NC(=O)c1cc2sc(Cl)c(Cl)c2[nH]1. RXN SMILES: [C:8]([CH3:9])(=[O:10])[O:11][CH2:12][C:13](=[O:14])[N:15]([CH:16]1[CH:17]([NH:25][C:26](=[O:27])[c:28]2[cH:29][c:30]3[c:31]([nH:32]2)[c:33]([Cl:37])[c:34]([Cl:36])[s:35]3)[CH2:18][c:19]2[cH:20][cH:21][cH:22][cH:23][c:24]21)[CH2:38][C:39](=[O:40])[O:41][C:42]([CH3:43])([CH3:44])[CH3:45].[Cl:46][CH2:47][Cl:48].[F:1][C:2]([F:3])([F:4])[C:5]([OH:6])=[O:7]>>[C:8]([CH3:9])(=[O:10])[O:11][CH2:12][C:13](=[O:14])[N:15]([CH:16]1[CH:17]([NH:25][C:26](=[O:27])[c:28]2[cH:29][c:30]3[c:31]([nH:32]2)[c:33]([Cl:37])[c:34]([Cl:36])[s:35]3)[CH2:18][c:19]2[cH:20][cH:21][cH:22][cH:23][c:24]21)[CH2:38][C:39](=[O:40])[OH:41].